Dataset: the Open Reaction Database (ORD), a public repository of structured organic reaction records. Task: describe an organic reaction: reactants, conditions, products, and yield Procedure: 71 mg (0.36 mmol) CuI, 1 g (3.55 mmol) 5-bromo-2-pyrrolidin-1-ylmethyl-benzoxazole and 1.07 g (7.15 mmol) NaI are successively placed in a flask in an argon atmosphere. Then 0.08 mL (0.73 mmol) N,N′-dimethylethylenediamine and 3.5 mL 1,4-dioxane are added and the reaction mixture is refluxed for 14 h. The reaction mixture is then combined with 20 mL concentrated ammonia solution at RT, diluted with 100 mL water and extracted with DCM. The organic phase is extracted three times with water and dri... The product is IC=1C=CC2=C(N=C(O2)CN2CCCC2)C1 (5-iodo-2-pyrrolidin-1-ylmethyl-benzoxazole). Solvent: O1CCOCC1 (1,4-dioxane), O (water). The reactants are CNCCNC (N,N′-dimethylethylenediamine), N (ammonia), BrC=1C=CC2=C(N=C(O2)CN2CCCC2)C1 (5-bromo-2-pyrrolidin-1-ylmethyl-benzoxazole), [Na+].[I-] (NaI). The reagents and catalysts are [Cu]I (CuI). RXN SMILES: Br[C:2]1[CH:3]=[CH:4][C:5]2[O:9][C:8]([CH2:10][N:11]3[CH2:15][CH2:14][CH2:13][CH2:12]3)=[N:7][C:6]=2[CH:16]=1.[Na+].[I-:18].CNCCNC.N>O.[Cu]I.O1CCOCC1>[I:18][C:2]1[CH:3]=[CH:4][C:5]2[O:9][C:8]([CH2:10][N:11]3[CH2:15][CH2:14][CH2:13][CH2:12]3)=[N:7][C:6]=2[CH:16]=1 |f:1.2|.